From a dataset of the Open Reaction Database (ORD), a public repository of structured organic reaction records. describe an organic reaction: reactants, conditions, products, and yield Reactants: NC1=CC=C(C#N)C=C1 (4-aminobenzonitrile), BrN1C(CCC1=O)=O (N-bromosuccinimide), N(=NC(C#N)(C)C)C(C#N)(C)C (azobisisobutyronitrile), C1(=CC=CC=C1)N(C(=O)C=1C=C2C=C(N(C2=CC1)C(=O)OC(C)(C)C)C)CCC(=O)OC (1-tert-butoxycarbonyl-2-methylindol-5-yl-carboxylic acid-N-phenyl-N-(2-methoxycarbonylethyl)amide). The solvent is C(Cl)(Cl)(Cl)Cl (carbon tetrachloride). The product is C1(=CC=CC=C1)N(C(=O)C=1C=C2C=C(NC2=CC1)CNC1=CC=C(C=C1)C#N)CCC(=O)OC (2-[N-(4-Cyanophenyl)aminomethyl]indol-5-yl-carboxylic acid-N-phenyl-N-(2-methoxycarbonylethyl)amide). Reaction SMILES: [C:1]1([N:7]([CH2:27][CH2:28][C:29]([O:31][CH3:32])=[O:30])[C:8]([C:10]2[CH:11]=[C:12]3[C:16](=[CH:17][CH:18]=2)[N:15](C(OC(C)(C)C)=O)[C:14]([CH3:26])=[CH:13]3)=[O:9])[CH:6]=CC=[CH:3][CH:2]=1.BrN1C(=O)C[CH2:36][C:35]1=O.N(C(C)(C)C#N)=NC(C)(C)C#N.[NH2:53][C:54]1[CH:61]=[CH:60][C:57]([C:58]#[N:59])=[CH:56][CH:55]=1>C(Cl)(Cl)(Cl)Cl>[C:1]1([N:7]([CH2:27][CH2:28][C:29]([O:31][CH3:32])=[O:30])[C:8]([C:10]2[CH:11]=[C:12]3[C:16](=[CH:17][CH:18]=2)[NH:15][C:14]([CH2:26][NH:53][C:54]2[CH:61]=[CH:60][C:57]([C:58]#[N:59])=[CH:56][CH:55]=2)=[CH:13]3)=[O:9])[CH:2]=[CH:3][CH:36]=[CH:35][CH:6]=1. Reported procedure: 3.5 g (8 mmol) of 1-tert-butoxycarbonyl-2-methylindol-5-yl-carboxylic acid-N-phenyl-N-(2-methoxycarbonylethyl)amide were dissolved in 80 mL of carbon tetrachloride, mixed with 1.5 g (8.4 mmol) of N-bromosuccinimide and 20 mg of azobisisobutyronitrile and refluxed for 2.5 hours. Then the still warm solution was filtered, the filtrate obtained was washed with saturated sodium hydrogen carbonate solution and dried with sodium sulfate. After distillation of the solvent, the crude product was dissolv... Starting materials: FC1(CCN(CC1)C(=O)C=1NC2=CC=C(C=C2C1)OC1CCN(CC1)C(C)C)F ((4,4-Difluoro-piperidin-1-yl)-[5-(1-isopropyl-piperidin-4-yloxy)-1H-indol-2-yl]-methanone), Cl.FC1(CCNCC1)F.C(C)(C)N1CCC(CC1)OC=1C=C2C=C(NC2=CC1)C(=O)O (5-(1-isopropyl-piperidin-4-yloxy)-1H-indole-2-carboxylic acid difluoropiperidine hydrochloride salt), FC1(CCN(CC1)C(=O)C=1NC2=CC=C(C=C2C1)OC1CCN(CC1)C(C)C)F ((4,4-Difluoro-piperidin-1-yl)-[5-(1-isopropyl-piperidin-4-yloxy)-1H-indol-2-yl]-methanone), FC1(CCN(CC1)C(=O)C=1NC2=CC=C(C=C2C1)OC1CCN(CC1)C(C)C)F ((4,4-Difluoro-piperidin-1-yl)-[5-(1-isopropyl-piperidin-4-yloxy)-1H-indol-2-yl]-methanone), N1CCOCC1 (morpholine). Yields the product C(C)(C)N1CCC(CC1)OC=1C=C2C=C(NC2=CC1)C(=O)N1CCOCC1 ([5-(1-Isopropyl-piperidin-4-yloxy)-1H-indol-2-yl]-morpholin-4-yl-methanone). As a reaction SMILES: FC1(F)[CH2:7][CH2:6][N:5]([C:8]([C:10]2[NH:11][C:12]3[C:17]([CH:18]=2)=[CH:16][C:15]([O:19][CH:20]2[CH2:25][CH2:24][N:23]([CH:26]([CH3:28])[CH3:27])[CH2:22][CH2:21]2)=[CH:14][CH:13]=3)=[O:9])[CH2:4][CH2:3]1.Cl.FC1(F)CCNCC1.C(N1CCC([O:48]C2C=C3C(=CC=2)NC(C(O)=O)=C3)CC1)(C)C.N1CCOCC1>>[CH:26]([N:23]1[CH2:24][CH2:25][CH:20]([O:19][C:15]2[CH:16]=[C:17]3[C:12](=[CH:13][CH:14]=2)[NH:11][C:10]([C:8]([N:5]2[CH2:4][CH2:3][O:48][CH2:7][CH2:6]2)=[O:9])=[CH:18]3)[CH2:21][CH2:22]1)([CH3:28])[CH3:27] |f:1.2.3|. Procedure details: In analogy to the procedure described for the synthesis of intermediate 1, the title compound was synthesized from 5-(1-isopropyl-piperidin-4-yloxy)-1H-indole-2-carboxylic acid difluoropiperidine hydrochloride salt with one equivalent of lithium chloride (intermediate 1, step 3) and morpholine. The title compound was obtained in 60% yield as off-white solid. MS (m/e): 372.5 (MH+, 100%). Starting materials: COC1=CC=C(C=C1)C(OC[C@@H]1[C@H](C[C@@H](O1)N1C(NC(C(=C1)C)=O)=O)O)(C1=CC=CC=C1)C1=CC=C(C=C1)OC (1-[(2R,4S,5R)-5-[[bis(4-methoxyphenyl)-phenylmethoxy]methyl]-4-hydroxyoxolan-2-yl]-5-methylpyrimidine-2,4-dione), C(CCC(=O)C)(=O)O (levulinic acid), Cl.C(C)N=C=NCCCN(C)C (1-ethyl-3-(3-dimethylaminopropyl)carbodiimide hydrochloride), C1(=CC=C(C=C1)S(=O)(=O)O)C (p-toluenesulfonic acid), P(=O)([O-])([O-])[O-] (phosphate). Reagents/catalysts: CN(C)C1=CC=NC=C1 (N,N-dimethyl-4-aminopyridine). The solvent is ClCCl.C(C)O (dichloromethane ethanol), ClCCl (dichloromethane), CO (methanol). Reaction conditions: time 15 minute. Product: O=C(CCC(=O)O[C@@H]1[C@H](O[C@H](C1)N1C(NC(C(=C1)C)=O)=O)CO)C ([(2R,3S,5R)-2-(hydroxymethyl)-5-(5-methyl-2,4-dioxopyrimidin-1-yl)oxolan-3-yl] 4-oxopentanoate). The yield is 92.9%. Reaction SMILES: COC1C=CC(C(C2C=CC(OC)=CC=2)(C2C=CC=CC=2)[O:10][CH2:11][C@H:12]2[O:16][C@@H:15]([N:17]3[CH:22]=[C:21]([CH3:23])[C:20](=[O:24])[NH:19][C:18]3=[O:25])[CH2:14][C@@H:13]2[OH:26])=CC=1.[C:41](O)(=[O:47])[CH2:42][CH2:43][C:44]([CH3:46])=[O:45].Cl.C(N=C=NCCCN(C)C)C.C1(C)C=CC(S(O)(=O)=O)=CC=1.P([O-])([O-])([O-])=O>CN(C1C=CN=CC=1)C.ClCCl.ClCCl.C(O)C.CO>[O:45]=[C:44]([CH3:46])[CH2:43][CH2:42][C:41]([O:26][C@H:13]1[CH2:14][C@H:15]([N:17]2[CH:22]=[C:21]([CH3:23])[C:20](=[O:24])[NH:19][C:18]2=[O:25])[O:16][C@@H:12]1[CH2:11][OH:10])=[O:47] |f:2.3,8.9|. Procedure details: 1-[(2R,4S,5R)-5-[[bis(4-methoxyphenyl)-phenylmethoxy]methyl]-4-hydroxyoxolan-2-yl]-5-methylpyrimidine-2,4-dione (Compound SP761) (1.09 g, 2 mmol), levulinic acid (0.29 ml, 2.8 mmol), N,N-dimethyl-4-aminopyridine (DMAP) (73 mg, 0.6 mmol) and 1-ethyl-3-(3-dimethylaminopropyl)carbodiimide hydrochloride (EDC.HCl, 538 mg, 2.8 mmol) were dissolved in dichloromethane (2 ml) under a nitrogen atmosphere, and the mixture was stirred at room temperature for 15 minutes. 0.6 ml of methanol was added to the r...